Dataset: the Open Reaction Database (ORD), a public repository of structured organic reaction records. Task: describe an organic reaction: reactants, conditions, products, and yield Starting materials: C[Li] (Methyllithium), C[C@H]1OC=CC(C1)=O ((R)-2-methyl-2H-pyran-4(3H)-one). Reagents/catalysts: [Cu]I (copper(I) iodide). Run in C(C)OCC (diethyl ether), C(C)OCC (diethyl ether), C(C)OCC (diethyl ether). Reaction conditions: temperature 0 celsius, time 30 minute. Yields the product C[C@H]1O[C@@H](CC(C1)=O)C ((2R,6R)-2,6-dimethyldihydro-2H-pyran-4(3H)-one). Yield: 86.0%. RXN SMILES: [CH3:1][Li].[CH3:3][C@@H:4]1[CH2:9][C:8](=[O:10])[CH:7]=[CH:6][O:5]1>C(OCC)C.[Cu]I>[CH3:3][C@@H:4]1[CH2:9][C:8](=[O:10])[CH2:7][C@@H:6]([CH3:1])[O:5]1. Procedure: Methyllithium in diethyl ether (1.6M, 218 mL, 349 mmol) was added in ˜10 mL portions over 20 min to a stirred slurry of copper(I) iodide (44.3 g, 233 mmol) in diethyl ether (350 mL) cooled to 0° C. under nitrogen. The reaction mixture was stirred at 0° C. for 30 min and then (R)-2-methyl-2H-pyran-4(3H)-one (13.5 g, 116 mmol) in diethyl ether (150 mL) was added dropwise over 30 min. The cold bath was removed and the reaction mixture was allowed to warm to rt and stirred for 3 h. The reaction mixt... The reactants are BrCC1=NC=C(C(=C1C)C)C (2-bromomethyl-3,4,5-trimethyl-pyridine), ClC1=C2N=CNC2=NC(=N1)N (6-chloro-9H-purin-2-ylamine), C(=O)([O-])[O-].[K+].[K+] (K2CO3). Yields the product ClC1=C2N=CN(C2=NC(=N1)N)CC1=NC=C(C(=C1C)C)C (6-Chloro-9-(3,4,5-trimethyl-pyridin-2-ylmethyl)-9H-purin-2-ylamine). RXN SMILES: Br[CH2:2][C:3]1[C:8]([CH3:9])=[C:7]([CH3:10])[C:6]([CH3:11])=[CH:5][N:4]=1.[Cl:12][C:13]1[N:21]=[C:20]([NH2:22])[N:19]=[C:18]2[C:14]=1[N:15]=[CH:16][NH:17]2.C([O-])([O-])=O.[K+].[K+]>>[Cl:12][C:13]1[N:21]=[C:20]([NH2:22])[N:19]=[C:18]2[C:14]=1[N:15]=[CH:16][N:17]2[CH2:2][C:3]1[C:8]([CH3:9])=[C:7]([CH3:10])[C:6]([CH3:11])=[CH:5][N:4]=1 |f:2.3.4|. Procedure: The compound was obtained by reacting 2-bromomethyl-3,4,5-trimethyl-pyridine with 6-chloro-9H-purin-2-ylamine in the presence of K2CO3 at 5° C. for 0.5 h as described in the general procedure 1.1. HPLC Rt: 3.903 min. 1H-NMR (CDCl3): δ 8.18 (s, 1H), 7.84 (s, 1H), 5.38 (s, 2H), 5.08 (s, 2H), 2.29 (s, 3H), 2.27 (s, 3H), 2.22 (s, 3H). Starting materials: Cc1ccc(S(=O)(=O)n2cc(-c3nc(S(C)(=O)=O)ncc3C#N)c3cc(C(F)(F)F)cnc32)cc1, CC#N, CCN(C(C)C)C(C)C, O. Yields the product Cc1ccc(S(=O)(=O)n2cc(-c3nc(O)ncc3C#N)c3cc(C(F)(F)F)cnc32)cc1. Reaction SMILES: [CH3:10][S:11](=[O:12])(=[O:13])[c:14]1[n:15][cH:16][c:17]([C:43]#[N:44])[c:18](-[c:20]2[cH:21][n:22]([S:33](=[O:34])(=[O:35])[c:36]3[cH:37][cH:38][c:39]([CH3:40])[cH:41][cH:42]3)[c:23]3[n:24][cH:25][c:26]([C:29]([F:30])([F:31])[F:32])[cH:27][c:28]23)[n:19]1.[CH3:46][C:47]#[N:48].[CH:1]([N:2]([CH2:3][CH3:4])[CH:5]([CH3:6])[CH3:7])([CH3:8])[CH3:9].[OH2:45]>>[c:14]1([OH:45])[n:15][cH:16][c:17]([C:43]#[N:44])[c:18](-[c:20]2[cH:21][n:22]([S:33](=[O:34])(=[O:35])[c:36]3[cH:37][cH:38][c:39]([CH3:40])[cH:41][cH:42]3)[c:23]3[n:24][cH:25][c:26]([C:29]([F:30])([F:31])[F:32])[cH:27][c:28]23)[n:19]1. Starting materials: CN1CCOCC1, COC(C)(C)C, C=COCC(C)C, O=C(Cl)CCl, O. The product is CC(C)COC1CC(=O)C1Cl. As a reaction SMILES: [CH3:13][N:14]1[CH2:15][CH2:16][O:17][CH2:18][CH2:19]1.[CH3:21][O:22][C:23]([CH3:24])([CH3:25])[CH3:26].[CH:1](=[CH2:2])[O:3][CH2:4][CH:5]([CH3:6])[CH3:7].[Cl:8][CH2:9][C:10](=[O:11])[Cl:12].[OH2:20]>>[CH:1]1([O:3][CH2:4][CH:5]([CH3:6])[CH3:7])[CH2:2][C:10](=[O:11])[CH:9]1[Cl:8]. Reactants: COc1ccc(CNc2nc(-c3ccccc3)c(-c3ccc(=O)n(C(C)C)n3)nc2C#N)cc1, N#CC1=C(C#N)C(=O)C(Cl)=C(Cl)C1=O, ClC(Cl)Cl, O. The product is CC(C)n1nc(-c2nc(C#N)c(N)nc2-c2ccccc2)ccc1=O. Reaction SMILES: [CH:1]([CH3:2])([CH3:3])[n:4]1[n:5][c:6](-[c:11]2[c:12](-[c:29]3[cH:30][cH:31][cH:32][cH:33][cH:34]3)[n:13][c:14]([NH:19][CH2:20][c:21]3[cH:22][cH:23][c:24]([O:25][CH3:26])[cH:27][cH:28]3)[c:15]([C:17]#[N:18])[n:16]2)[cH:7][cH:8][c:9]1=[O:10].[Cl:35][C:36]1=[C:47]([Cl:48])[C:45](=[O:46])[C:42]([C:43]#[N:44])=[C:39]([C:40]#[N:41])[C:37]1=[O:38].[Cl:50][CH:51]([Cl:52])[Cl:53].[OH2:49]>>[CH:1]([CH3:2])([CH3:3])[n:4]1[n:5][c:6](-[c:11]2[c:12](-[c:29]3[cH:30][cH:31][cH:32][cH:33][cH:34]3)[n:13][c:14]([NH2:19])[c:15]([C:17]#[N:18])[n:16]2)[cH:7][cH:8][c:9]1=[O:10].